This data is from the Open Reaction Database (ORD), a public repository of structured organic reaction records. The task is: describe an organic reaction: reactants, conditions, products, and yield Reactants: O=C1C(=C(OC1)NC(C)C1=CC=CC=C1)C(=O)OCC (ethyl 4-oxo-2-[(1-phenylethyl)amino]-4,5-dihydrofuran-3-carboxylate), N1C=C(C2=CC=CN=C12)C=O (7-azaindole-3-carboxaldehyde), N1[C@H](C(=O)O)CCC1 (L-proline). Run in C(C)O (ethanol). Product: N1C=C(C=2C1=NC=CC2)C=C2C(C(=C(O2)NC(C)C2=CC=CC=C2)C(=O)OCC)=O (Ethyl 5-[(1H-pyrrolo[2,3-b]pyridin-3-yl)methylene]-4-oxo-2-[(1-phenylethyl)amino]-4,5-dihydrofuran-3-carboxylate). Isolated yield 33.0%. RXN SMILES: [O:1]=[C:2]1[CH2:6][O:5][C:4]([NH:7][CH:8]([C:10]2[CH:15]=[CH:14][CH:13]=[CH:12][CH:11]=2)[CH3:9])=[C:3]1[C:16]([O:18][CH2:19][CH3:20])=[O:17].[NH:21]1[C:29]2[C:24](=[CH:25][CH:26]=[CH:27][N:28]=2)[C:23]([CH:30]=O)=[CH:22]1.N1CCC[C@H]1C(O)=O>C(O)C>[NH:21]1[C:29]2=[N:28][CH:27]=[CH:26][CH:25]=[C:24]2[C:23]([CH:30]=[C:6]2[O:5][C:4]([NH:7][CH:8]([C:10]3[CH:11]=[CH:12][CH:13]=[CH:14][CH:15]=3)[CH3:9])=[C:3]([C:16]([O:18][CH2:19][CH3:20])=[O:17])[C:2]2=[O:1])=[CH:22]1. Procedure: To a solution of ethyl 4-oxo-2-[(1-phenylethyl)amino]-4,5-dihydrofuran-3-carboxylate (0.40 g, 1.5 mmol) which similarly prepared according to the procedure described in the Example 4, First step and 7-azaindole-3-carboxaldehyde (0.21 g, 1.5 mmol) in ethanol (20 mL), L-proline (0.017 g, 0.15 mmol) was added at ambient temperature. The mixture was refluxed for 3 days. Cooled to ambient temperature, the precipitate was collected by filtration, washed with methanol then dried to afford the titled co... Starting materials: C(C)(C)(C)OC(NCC1=C(C=CC=C1)Br)=O ((2-Bromo-benzyl)-carbamic acid tert-butyl ester), C(C=C)(=O)OC (methyl acrylate), TEA, dichlorobis(triphenylphosphine) palladium(II). Run in CCOC(=O)C (EtOAc), CN(C)C=O (DMF). Conditions: temperature 80 celsius. Yields the product COC(C=CC1=C(C=CC=C1)CNC(=O)OC(C)(C)C)=O (3-[2-(tert-Butoxycarbonylamino-methyl)-phenyl]-acrylic acid methyl ester). RXN SMILES: [C:1]([O:5][C:6](=[O:16])[NH:7][CH2:8][C:9]1[CH:14]=[CH:13][CH:12]=[CH:11][C:10]=1Br)([CH3:4])([CH3:3])[CH3:2].[C:17]([O:21][CH3:22])(=[O:20])[CH:18]=[CH2:19]>CN(C=O)C.CCOC(C)=O>[CH3:22][O:21][C:17](=[O:20])[CH:18]=[CH:19][C:10]1[CH:11]=[CH:12][CH:13]=[CH:14][C:9]=1[CH2:8][NH:7][C:6]([O:5][C:1]([CH3:4])([CH3:3])[CH3:2])=[O:16]. Procedure: To compound of Step A (161.0 g, 561.8 mmol) in DMF (800 mL) was added methyl acrylate (58.0 g, 674.2 mmol), TEA (170.5 g, 1685.4 mmol) and dichlorobis(triphenylphosphine) palladium(II) (7.9 g, 11.2 mmol). The mixture was heated at 80° C. for about 32 hours. The mixture was cooled, diluted with 1000 mL of EtOAc and washed with 10% aqueous sodium bisulfate. The aqueous portion was extracted three times with EtOAc and the combined organics were dried (Na2SO4) and concentrated to dryness. The residu...